describe an organic reaction: reactants, conditions, products, and yield From a dataset of the Open Reaction Database (ORD), a public repository of structured organic reaction records. Reactants: C(C)NCC (diethyl amine), COC1=CC(=NC(=C1)OC1=CC(=CC=C1)C(F)(F)F)C(=O)O (4-methoxy-6-{3-(trifluoromethyl)phenoxy}-2-pyridine carboxylic acid), S(=O)(Cl)Cl (thionyl chloride), C1=CC=CC=C1 (benzene). The solvent is C(C)(=O)OCC (ethyl acetate), CN(C)C=O (DMF). Reaction conditions: time 1 hour. The product is C(C)N(C(=O)C1=NC(=CC(=C1)OC)OC1=CC(=CC=C1)C(F)(F)F)CC (N,N-diethyl-4-methoxy-6-{3-(trifluoromethyl)phenoxy}-2-pyridine carboxamide). Reaction SMILES: [CH3:1][O:2][C:3]1[CH:8]=[C:7]([O:9][C:10]2[CH:15]=[CH:14][CH:13]=[C:12]([C:16]([F:19])([F:18])[F:17])[CH:11]=2)[N:6]=[C:5]([C:20]([OH:22])=O)[CH:4]=1.S(Cl)(Cl)=O.C1C=CC=CC=1.[CH2:33]([NH:35][CH2:36][CH3:37])[CH3:34]>C(OCC)(=O)C.CN(C=O)C>[CH2:33]([N:35]([CH2:36][CH3:37])[C:20]([C:5]1[CH:4]=[C:3]([O:2][CH3:1])[CH:8]=[C:7]([O:9][C:10]2[CH:15]=[CH:14][CH:13]=[C:12]([C:16]([F:17])([F:18])[F:19])[CH:11]=2)[N:6]=1)=[O:22])[CH3:34]. Procedure details: 0.40 g (0.00128 mol) of 4-methoxy-6-{3-(trifluoromethyl)phenoxy}-2-pyridine carboxylic acid was mixed with 0.3 g (0.00128×2.0 mol) of thionyl chloride and then with about 10 ml of benzene and a small amount of DMF, followed by treating the obtained mixture under reflux for about 30 minutes. The reaction solution was concentrated and mixed with methylene chloride and then with 0.23 g (0.00128×2.5 mol) of diethyl amine, followed by stirring at room temperature for about one hour. The reaction solu...